Task: describe an organic reaction: reactants, conditions, products, and yield. Dataset: the Open Reaction Database (ORD), a public repository of structured organic reaction records Reactants: C1CCOC1, CC(C)(C)Cn1c(CO)cc2cnc(C#N)nc21, CCOC(C)=O, CCCCCC, Clc1cc(Cl)ncn1, [H-], [Na+], O. Product: CC(C)(C)Cn1c(COc2cc(Cl)ncn2)cc2cnc(C#N)nc21. As a reaction SMILES: [CH2:35]1[O:36][CH2:37][CH2:38][CH2:39]1.[CH3:1][C:2]([CH2:3][n:4]1[c:5]([CH2:15][OH:16])[cH:6][c:7]2[c:8]1[n:9][c:10]([C:13]#[N:14])[n:11][cH:12]2)([CH3:17])[CH3:18].[CH3:29][CH2:30][O:31][C:32]([CH3:33])=[O:34].[CH3:41][CH2:42][CH2:43][CH2:44][CH2:45][CH3:46].[Cl:21][c:22]1[n:23][cH:24][n:25][c:26]([Cl:28])[cH:27]1.[H-:20].[Na+:19].[OH2:40]>>[CH3:1][C:2]([CH2:3][n:4]1[c:5]([CH2:15][O:16][c:26]2[n:25][cH:24][n:23][c:22]([Cl:21])[cH:27]2)[cH:6][c:7]2[c:8]1[n:9][c:10]([C:13]#[N:14])[n:11][cH:12]2)([CH3:17])[CH3:18]. The reactants are [Li+].CC(C)[N-]C(C)C (LDA), COC1=CC=C(CN2N=CC(=C2)C(=O)OCC)C=C1 (ethyl 1-(4-methoxybenzyl)-1H-pyrazole-4-carboxylate), CN(C=O)C (N,N-Dimethylformamide), C(CCC)[Li] (Butyl lithium), C(C)(C)NC(C)C (diisopropylamine). Run in C1CCOC1 (THF), CCOC(=O)C (AcOEt), C1CCOC1 (THF). Reaction conditions: temperature -78 celsius, time 5 minute. Yields the product C(=O)C1=C(C=NN1CC1=CC=C(C=C1)OC)C(=O)OCC (ethyl 5-formyl-1-(4-methoxybenzyl)-1H-pyrazole-4-carboxylate). Yield: 60.2%. RXN SMILES: C([Li])CCC.C(NC(C)C)(C)C.[Li+].CC([N-]C(C)C)C.[CH3:21][O:22][C:23]1[CH:39]=[CH:38][C:26]([CH2:27][N:28]2[CH:32]=[C:31]([C:33]([O:35][CH2:36][CH3:37])=[O:34])[CH:30]=[N:29]2)=[CH:25][CH:24]=1.CN(C)[CH:42]=[O:43]>C1COCC1.CCOC(C)=O>[CH:42]([C:32]1[N:28]([CH2:27][C:26]2[CH:25]=[CH:24][C:23]([O:22][CH3:21])=[CH:39][CH:38]=2)[N:29]=[CH:30][C:31]=1[C:33]([O:35][CH2:36][CH3:37])=[O:34])=[O:43] |f:2.3|. Reported procedure: According to Scheme 17 Step 1: Butyl lithium 2.5 M (16.9 mmol, 8.45 mL) was added to a solution of diisopropylamine (16.9 mmol, 2.37 mL) in THF (10 mL) at −78° C. and the reaction mixture was stirred at −78° C. for 5 minutes and then at room temperature. To the resulting LDA solution was added at −78° C. a solution of ethyl 1-(4-methoxybenzyl)-1H-pyrazole-4-carboxylate (7.68 mmol, 2 g) in THF (30 mL) and the reaction mixture was stirred for 5 minutes at −78° C. N,N-Dimethylformamide (61.5 mmol, ... Starting materials: COC(=O)c1ccc2[nH]c(-c3n[nH]c4ccccc34)nc2c1, [Na+], C1CCOC1, [OH-], O. Product: O=C(O)c1ccc2[nH]c(-c3n[nH]c4ccccc34)nc2c1. Reaction SMILES: [CH3:1][O:2][C:3](=[O:4])[c:5]1[cH:6][c:7]2[c:8]([nH:9][c:10](-[c:12]3[n:13][nH:14][c:15]4[cH:16][cH:17][cH:18][cH:19][c:20]34)[n:11]2)[cH:21][cH:22]1.[Na+:24].[O:25]1[CH2:26][CH2:27][CH2:28][CH2:29]1.[OH-:23].[OH2:30]>>[O:2]=[C:3]([OH:4])[c:5]1[cH:6][c:7]2[c:8]([nH:9][c:10](-[c:12]3[n:13][nH:14][c:15]4[cH:16][cH:17][cH:18][cH:19][c:20]34)[n:11]2)[cH:21][cH:22]1. The reactants are C(C)(C)(C)OC(=O)N1[C@@H](C[C@@H](C1)O)C(NC1CCC1)=O ((2S,4S)-2-Cyclobutylcarbamoyl-4-hydroxy-pyrrolidine-1-carboxylic acid tert-butyl ester), C(=O)(C(F)(F)F)O (TFA). The solvent is ClCCl (dichloromethane). Reaction conditions: time 5 hour. Product: C1(CCC1)NC(=O)[C@H]1NC[C@H](C1)O ((2S,4S)-4-Hydroxy-pyrrolidine-2-carboxylic acid cyclobutylamide). As a reaction SMILES: C(OC([N:8]1[CH2:12][C@@H:11]([OH:13])[CH2:10][C@H:9]1[C:14](=[O:20])[NH:15][CH:16]1[CH2:19][CH2:18][CH2:17]1)=O)(C)(C)C.C(O)(C(F)(F)F)=O>ClCCl>[CH:16]1([NH:15][C:14]([C@@H:9]2[CH2:10][C@H:11]([OH:13])[CH2:12][NH:8]2)=[O:20])[CH2:19][CH2:18][CH2:17]1. Reported procedure: To a solution of 463 mg (2S,4S)-2-Cyclobutylcarbamoyl-4-hydroxy-pyrrolidine-1-carboxylic acid tert-butyl ester in 8 ml dichloromethane were added 1.2 ml TFA. After 5 h stirring at RT the solvents were removed and the residue was codistilled twice with toluene. Yield: 463 mg.